This data is from the Open Reaction Database (ORD), a public repository of structured organic reaction records. The task is: describe an organic reaction: reactants, conditions, products, and yield Reactants: nitrile, C(C1=CC=CC=C1)OC(CN(CC1=CC=CC=C1)CC1=CC=CC=C1)=O (N,N-dibenzyl-glycine benzyl ester), C(C)#N (acetonitrile), [NH2-].[Na+] (sodium amide), ester, C(C1=CC=CC=C1)[Mg]Cl (benzyl magnesium chloride). Solvent: CC(C)(C)OC (MTBE). The product is NC(=CC(C(C1=CC=CC=C1)N(CC1=CC=CC=C1)CC1=CC=CC=C1)=O)CC1=CC=CC=C1 ((+)-4-Amino-1-(N,N-dibenzyl)amino-1,5-diphenyl-2-oxo-pent-3-ene). Reaction SMILES: C(O[C:9](=[O:26])[CH2:10][N:11]([CH2:19][C:20]1[CH:25]=[CH:24][CH:23]=[CH:22][CH:21]=1)[CH2:12][C:13]1[CH:18]=[CH:17][CH:16]=[CH:15][CH:14]=1)C1C=CC=CC=1.[C:27](#[N:29])[CH3:28].[NH2-].[Na+].[CH2:32]([Mg]Cl)[C:33]1[CH:38]=[CH:37][CH:36]=[CH:35][CH:34]=1>CC(OC)(C)C>[NH2:29][C:27]([CH2:32][C:33]1[CH:38]=[CH:37][CH:36]=[CH:35][CH:34]=1)=[CH:28][C:9](=[O:26])[CH:10]([N:11]([CH2:12][C:13]1[CH:14]=[CH:15][CH:16]=[CH:17][CH:18]=1)[CH2:19][C:20]1[CH:21]=[CH:22][CH:23]=[CH:24][CH:25]=1)[C:13]1[CH:18]=[CH:17][CH:16]=[CH:15][CH:14]=1 |f:2.3|. Reported procedure: The title compound was prepared from N,N-dibenzyl-glycine benzyl ester, 113 mmole, and 6.5 mL, 125 mmole of acetonitrile. Following the procedure described in Example 2 the ester and nitrile mixture was added to 9.8 g, 225 mmole of sodium amide in MTBE. After solvent removal, benzyl magnesium chloride (PhCH2MgCl 250 mmole) was added following the procedure in Example 2. The resulting enamine was purified by chromatography, following the procedure described in Example 4. The yield of enamine was ... The solvent is aqueous solution, [OH-].[Na+] (sodium hydroxide), O1CCOCC1 (1,4-dioxane), O (water). Starting materials: COC=1C(=C(CC=2C=CC(=C(C(=O)OC)C2)C2=CC=NC=C2)C(=C(C1OC)OC)OC)C (Methyl 5-(3,4,5,6-tetramethoxy-2-methylbenzyl)-2-(4-pyridyl)benzoate). Yield: 74360080.0%. RXN SMILES: [CH3:1][O:2][C:3]1[C:4]([CH3:32])=[C:5]([C:23]([O:30][CH3:31])=[C:24]([O:28][CH3:29])[C:25]=1[O:26][CH3:27])[CH2:6][C:7]1[CH:8]=[CH:9][C:10]([C:17]2[CH:22]=[CH:21][N:20]=[CH:19][CH:18]=2)=[C:11]([CH:16]=1)[C:12]([O:14]C)=[O:13]>[OH-].[Na+].O1CCOCC1.O>[CH3:1][O:2][C:3]1[C:4]([CH3:32])=[C:5]([C:23]([O:30][CH3:31])=[C:24]([O:28][CH3:29])[C:25]=1[O:26][CH3:27])[CH2:6][C:7]1[CH:8]=[CH:9][C:10]([C:17]2[CH:22]=[CH:21][N:20]=[CH:19][CH:18]=2)=[C:11]([CH:16]=1)[C:12]([OH:14])=[O:13] |f:1.2|. Product: COC=1C(=C(CC=2C=CC(=C(C(=O)O)C2)C2=CC=NC=C2)C(=C(C1OC)OC)OC)C (5-(3,4,5,6-Tetramethoxy-2-methylbenzyl)-2-(4-pyridyl)benzoic acid). Run at time 16 hour. Reported procedure: Methyl 5-(3,4,5,6-tetramethoxy-2-methylbenzyl)-2-(4-pyridyl)benzoate (910 mg, 2.0823 nmol) was dissolved in a mixed solution of a 1N aqueous solution of sodium hydroxide (10.4 ml) and 1,4-dioxane (25 ml) followed by stirring at room temperature for 16 hours. The reaction solution was diluted with water (200 ml), washed with ether, acidified with concentrated hydrochloric acid and extracted with ether. The extract was washed with water and dried and the solvent was evaporated therefrom to give th... Reactants: FC=1C=CC(=C(C1)[C@@H]1N(CCC1)C1=NC=2N(C=C1)N=CC2C(=O)O)OCCOC ((R)-5-(2-(5-fluoro-2-(2-methoxyethoxy)phenyl)pyrrolidin-1-yl)pyrazolo[1,5-a]pyrimidine-3-carboxylic acid), [Cl-].[NH4+] (ammonium chloride). Yields the product FC=1C=CC(=C(C1)[C@@H]1N(CCC1)C1=NC=2N(C=C1)N=CC2C(=O)N)OCCOC ((R)-5-(2-(5-fluoro-2-(2-methoxyethoxy)phenyl)pyrrolidin-1-yl)pyrazolo[1,5-a]pyrimidine-3-carboxamide). Isolated yield 55.0%. As a reaction SMILES: [F:1][C:2]1[CH:3]=[CH:4][C:5]([O:25][CH2:26][CH2:27][O:28][CH3:29])=[C:6]([C@H:8]2[CH2:12][CH2:11][CH2:10][N:9]2[C:13]2[CH:18]=[CH:17][N:16]3[N:19]=[CH:20][C:21]([C:22](O)=[O:23])=[C:15]3[N:14]=2)[CH:7]=1.[Cl-].[NH4+:31]>>[F:1][C:2]1[CH:3]=[CH:4][C:5]([O:25][CH2:26][CH2:27][O:28][CH3:29])=[C:6]([C@H:8]2[CH2:12][CH2:11][CH2:10][N:9]2[C:13]2[CH:18]=[CH:17][N:16]3[N:19]=[CH:20][C:21]([C:22]([NH2:31])=[O:23])=[C:15]3[N:14]=2)[CH:7]=1 |f:1.2|. Procedure: Prepared by the method described in Example 76, Step F using (R)-5-(2-(5-fluoro-2-(2-methoxyethoxy)phenyl)pyrrolidin-1-yl)pyrazolo[1,5-a]pyrimidine-3-carboxylic acid and ammonium chloride to yield the title compound as a white solid (32.6 mg, 55% yield). MS (apci) m/z=400.1 (M+H). Reported procedure: tert-Butyl 3-[(2-pyridinylsulfanyl)methyl]-1-piperidinecarboxylate (Preparation 51, 1.0 g, 3.2 mmol) in hydrogen chloride (4 M solution in dioxane, 8.1 ml) was stirred under nitrogen at room temperature. After 25 min a white solid precipitated out of solution. Diethyl ether was added and the reaction mixture was filtered and the solid washed with diethyl ether. The title compound was obtained as a solid (0.81 g, 100%). Isolated yield 100.0%. RXN SMILES: [N:1]1[CH:6]=[CH:5][CH:4]=[CH:3][C:2]=1[S:7][CH2:8][CH:9]1[CH2:14][CH2:13][CH2:12][N:11](C(OC(C)(C)C)=O)[CH2:10]1.[ClH:22]>>[ClH:22].[NH:11]1[CH2:12][CH2:13][CH2:14][CH:9]([CH2:8][S:7][C:2]2[CH:3]=[CH:4][CH:5]=[CH:6][N:1]=2)[CH2:10]1 |f:2.3|. Product: Cl.N1CC(CCC1)CSC1=NC=CC=C1 (2-[(3-piperidinylmethyl)sulfanyl]pyridine hydrochloride salt), solid. Reactants: N1=C(C=CC=C1)SCC1CN(CCC1)C(=O)OC(C)(C)C (tert-Butyl 3-[(2-pyridinylsulfanyl)methyl]-1-piperidinecarboxylate), Cl (hydrogen chloride). The reactants are COc1ncc(Br)cc1CCCN(C)C, Nc1ncc2c(n1)-c1ccc(Cl)cc1NC(=O)C2, O=C(C=Cc1ccccc1)C=Cc1ccccc1, O=C(C=Cc1ccccc1)C=Cc1ccccc1, O=C(C=Cc1ccccc1)C=Cc1ccccc1, [Pd], [Pd]. As a reaction SMILES: [Br:19][c:20]1[cH:21][c:22]([CH2:28][CH2:29][CH2:30][N:31]([CH3:32])[CH3:33])[c:23]([O:26][CH3:27])[n:24][cH:25]1.[NH2:1][c:2]1[n:3][cH:4][c:5]2[c:11]([n:12]1)-[c:10]1[c:9]([cH:16][c:15]([Cl:17])[cH:14][cH:13]1)[NH:8][C:7](=[O:18])[CH2:6]2.[O:36]=[C:37]([CH:38]=[CH:39][c:40]1[cH:41][cH:42][cH:43][cH:44][cH:45]1)[CH:46]=[CH:47][c:48]1[cH:49][cH:50][cH:51][cH:52][cH:53]1.[O:54]=[C:55]([CH:56]=[CH:57][c:58]1[cH:59][cH:60][cH:61][cH:62][cH:63]1)[CH:64]=[CH:65][c:66]1[cH:67][cH:68][cH:69][cH:70][cH:71]1.[O:72]=[C:73]([CH:74]=[CH:75][c:76]1[cH:77][cH:78][cH:79][cH:80][cH:81]1)[CH:82]=[CH:83][c:84]1[cH:85][cH:86][cH:87][cH:88][cH:89]1.[Pd:34].[Pd:35]>>[NH:1]([c:2]1[n:3][cH:4][c:5]2[c:11]([n:12]1)-[c:10]1[c:9]([cH:16][c:15]([Cl:17])[cH:14][cH:13]1)[NH:8][C:7](=[O:18])[CH2:6]2)[c:20]1[cH:21][c:22]([CH2:28][CH2:29][CH2:30][N:31]([CH3:32])[CH3:33])[c:23]([O:26][CH3:27])[n:24][cH:25]1. Yields the product COc1ncc(Nc2ncc3c(n2)-c2ccc(Cl)cc2NC(=O)C3)cc1CCCN(C)C.